This data is from the Open Reaction Database (ORD), a public repository of structured organic reaction records. The task is: describe an organic reaction: reactants, conditions, products, and yield Reactants: COC(=O)c1cc(N=[N-])cc2c1OCCO2, Clc1ccc(Cl)c(Cl)c1, F[B+]F. The product is COC(=O)c1cc(F)cc2c1OCCO2. Reaction SMILES: [CH3:1][O:2][C:3](=[O:4])[c:5]1[cH:6][c:7]([N:15]=[N-:16])[cH:8][c:9]2[c:10]1[O:11][CH2:12][CH2:13][O:14]2.[Cl:20][c:21]1[cH:22][c:23]([Cl:24])[c:25]([Cl:26])[cH:27][cH:28]1.[F:17][B+:18][F:19]>>[CH3:1][O:2][C:3](=[O:4])[c:5]1[cH:6][c:7]([F:17])[cH:8][c:9]2[c:10]1[O:11][CH2:12][CH2:13][O:14]2. Reactants: C(CCCCCCCCCCC)C1=CC=C(S1)C1=CSC=C1 (5′-Dodecyl-3,2′-bithiophene), BrN1C(CCC1=O)=O (N-bromosuccinimide). Run in CN(C)C=O (DMF), CN(C)C=O (DMF). Conditions: temperature 0 celsius. Product: BrC=1SC=CC1C=1SC(=CC1)CCCCCCCCCCCC (2-bromo-5′-dodecyl-3,2′-bithiophene). Yield: 97.0%. As a reaction SMILES: [CH2:1]([C:13]1[S:17][C:16]([C:18]2[CH:22]=[CH:21][S:20][CH:19]=2)=[CH:15][CH:14]=1)[CH2:2][CH2:3][CH2:4][CH2:5][CH2:6][CH2:7][CH2:8][CH2:9][CH2:10][CH2:11][CH3:12].[Br:23]N1C(=O)CCC1=O>CN(C=O)C>[Br:23][C:19]1[S:20][CH:21]=[CH:22][C:18]=1[C:16]1[S:17][C:13]([CH2:1][CH2:2][CH2:3][CH2:4][CH2:5][CH2:6][CH2:7][CH2:8][CH2:9][CH2:10][CH2:11][CH3:12])=[CH:14][CH:15]=1. Procedure details: 5′-Dodecyl-3,2′-bithiophene (34.5 g, 103 mmol, 1 eq) prepared above was placed in a three-necked flask equipped with a dropping funnel and a reflux tube. The atmosphere in the flask was replaced by Ar, 500 ml of dehydrated DMF was added thereto, and the mixture was stirred. The reaction solution was cooled to 0° C., and N-bromosuccinimide (19.2 g, 108 mmol, 1.05 eq) dissolved in 100 ml of dehydrated DMF in a separate vessel was added dropwise to the reaction solution. After the completion of the... RXN SMILES: [CH2:27]1[O:28][CH2:29][CH2:30][O:31][CH2:32]1.[CH3:1][O:2][c:3]1[cH:4][cH:5][c:6](-[c:9]2[c:10](-[c:18]3[cH:19][cH:20][cH:21][cH:22][cH:23]3)[n:11][n:12]3[c:13]2[cH:14][n:15][cH:16][cH:17]3)[cH:7][n:8]1.[ClH:24].[Na+:26].[OH-:25]>>[O:2]=[c:3]1[cH:4][cH:5][c:6](-[c:9]2[c:10](-[c:18]3[cH:19][cH:20][cH:21][cH:22][cH:23]3)[n:11][n:12]3[c:13]2[cH:14][n:15][cH:16][cH:17]3)[cH:7][nH:8]1. Reactants: C1COCCO1, COc1ccc(-c2c(-c3ccccc3)nn3ccncc23)cn1, Cl, [Na+], [OH-]. Yields the product O=c1ccc(-c2c(-c3ccccc3)nn3ccncc23)c[nH]1. Reactants: N[C@@H](C(C)C)C(=O)NC(CC(=O)OC(C)(C)C)C(COC1=C(C(=CC(=C1F)F)F)F)O (N-(valinyl)-3-amino-4-hydroxy-5-(2,3,5,6-tetrafluorophenyloxy)-pentanoic acid, tert-butyl ester), C=1C=CC2=C(C1)N=NN2O (HOBt), CCN=C=NCCCN(C)C (EDAC), CN1C(=CC2=CC=CC=C12)C(=O)O (1-methylindole-2-carboxylic acid), CN1CCOCC1 (NMM). Solvent: C(Cl)Cl (methylene chloride). Yields the product CN1C(=CC2=CC=CC=C12)C(=O)N[C@@H](C(C)C)C(=O)NC(CC(=O)OC(C)(C)C)C(COC1=C(C(=CC(=C1F)F)F)F)O (N-[(1-methyl-indole-2-carbonyl)valinyl]-3-amino-4-hydroxy-5-(2,3,5,6-tetrafluorophenyloxy)-pentanoic acid, tert-butyl ester). Isolated yield 58.2%. Reaction SMILES: [NH2:1][C@H:2]([C:6]([NH:8][CH:9]([CH:18]([OH:31])[CH2:19][O:20][C:21]1[C:26]([F:27])=[C:25]([F:28])[CH:24]=[C:23]([F:29])[C:22]=1[F:30])[CH2:10][C:11]([O:13][C:14]([CH3:17])([CH3:16])[CH3:15])=[O:12])=[O:7])[CH:3]([CH3:5])[CH3:4].[CH3:32][N:33]1[C:41]2[C:36](=[CH:37][CH:38]=[CH:39][CH:40]=2)[CH:35]=[C:34]1[C:42](O)=[O:43].CN1CCOCC1.C1C=CC2N(O)N=NC=2C=1.CCN=C=NCCCN(C)C>C(Cl)Cl>[CH3:32][N:33]1[C:41]2[C:36](=[CH:37][CH:38]=[CH:39][CH:40]=2)[CH:35]=[C:34]1[C:42]([NH:1][C@H:2]([C:6]([NH:8][CH:9]([CH:18]([OH:31])[CH2:19][O:20][C:21]1[C:22]([F:30])=[C:23]([F:29])[CH:24]=[C:25]([F:28])[C:26]=1[F:27])[CH2:10][C:11]([O:13][C:14]([CH3:16])([CH3:17])[CH3:15])=[O:12])=[O:7])[CH:3]([CH3:5])[CH3:4])=[O:43]. Procedure: The procedure of Example 77 was followed using the product of Example 106 (197.0 mg, 0.44 mmol), 1-methylindole-2-carboxylic acid (152 mg, 0.87 mmol), NMM (0.047 ml, 0.44 mmol), HOBt (144 mg, 0.96 mmol), and EDAC (183 mg, 0.96 mmol) in methylene chloride to prepare the titled product (156 mg, 58%). Reactants: CC(C)(C)OC(=O)NC(Cc1ccc2ccccc2c1)C(N)=S, ClCCl, O=C(O)C(F)(F)F. Yields the product NC(=S)C(N)Cc1ccc2ccccc2c1. RXN SMILES: [C:1]([O:2][C:3](=[O:4])[NH:7][CH:8]([CH2:9][c:10]1[cH:11][c:12]2[cH:13][cH:14][cH:15][cH:16][c:17]2[cH:18][cH:19]1)[C:20]([NH2:21])=[S:22])([CH3:5])([CH3:6])[CH3:23].[CH2:31]([Cl:32])[Cl:33].[OH:24][C:25]([C:26]([F:27])([F:28])[F:29])=[O:30]>>[NH2:7][CH:8]([CH2:9][c:10]1[cH:11][c:12]2[cH:13][cH:14][cH:15][cH:16][c:17]2[cH:18][cH:19]1)[C:20]([NH2:21])=[S:22]. Starting materials: COC1=CC=C(C=C1)SCCNC(OCC1=CC=CC=C1)=O (Benzyl 2-(4-methoxyphenylthio)ethylcarbamate), C=O (paraformaldehyde), C1(=CC=C(C=C1)S(=O)(=O)O)C (p-toluenesulfonic acid). The solvent is C1(=CC=CC=C1)C (toluene). Conditions: temperature 70 celsius, time 8 hour. The product is COC=1C=CC2=C(CN(CCS2)C(=O)OCC2=CC=CC=C2)C1 (Benzyl 7-methoxy-2,3-dihydrobenzo[f][1,4]thiazepine-4(5H)-carboxylate). Isolated yield 295.6%. Reaction SMILES: [CH3:1][O:2][C:3]1[CH:8]=[CH:7][C:6]([S:9][CH2:10][CH2:11][NH:12][C:13](=[O:22])[O:14][CH2:15][C:16]2[CH:21]=[CH:20][CH:19]=[CH:18][CH:17]=2)=[CH:5][CH:4]=1.C=O.[C:25]1(C)C=CC(S(O)(=O)=O)=CC=1>C1(C)C=CC=CC=1>[CH3:1][O:2][C:3]1[CH:4]=[CH:5][C:6]2[S:9][CH2:10][CH2:11][N:12]([C:13]([O:14][CH2:15][C:16]3[CH:17]=[CH:18][CH:19]=[CH:20][CH:21]=3)=[O:22])[CH2:25][C:7]=2[CH:8]=1. Reported procedure: A mixture of compound 2 (7.3 g, 23 mmol), paraformaldehyde (6.9 g 0.23 mol) and p-toluenesulfonic acid (1.45 g, 7.6 mmol) in 250 mL of toluene was stirred at 70° C. overnight. After cooling to r.t., the solid was filtered off. The solution was extracted with sat. sodium carbonate (100 mL), and the organic layer was dried over anhydrous sodium sulfate. The target product (7.4 g) was obtained as a liquid after removal of the solvent in 97% yield. Starting materials: NCCC1=CNC2=CC=CC=C12 (Tryptamine), TEA, Cl.C(C1=CN=CC=C1)(=O)Cl (nicotinic acid chloride hydrochloride). Solvent: C1CCOC1 (THF). Run at time 5 hour. Yields the product N1C=C(C2=CC=CC=C12)CCNC(C1=CN=CC=C1)=O (N-[2-(1H-Indol-3-yl)-ethyl]-nicotinamide). RXN SMILES: [NH2:1][CH2:2][CH2:3][C:4]1[C:12]2[C:7](=[CH:8][CH:9]=[CH:10][CH:11]=2)[NH:6][CH:5]=1.Cl.[C:14](Cl)(=[O:21])[C:15]1[CH:20]=[CH:19][CH:18]=[N:17][CH:16]=1>C1COCC1>[NH:6]1[C:7]2[C:12](=[CH:11][CH:10]=[CH:9][CH:8]=2)[C:4]([CH2:3][CH2:2][NH:1][C:14](=[O:21])[C:15]2[CH:20]=[CH:19][CH:18]=[N:17][CH:16]=2)=[CH:5]1 |f:1.2|. Procedure: Tryptamine (640 mg, 4.0 mmol) was initially introduced into abs. THF (30 ml). TEA (596 μl, 4.3 mmol) and nicotinic acid chloride hydrochloride (770 mg, 4.3 mmol) was then added and the mixture was stirred at RT for 5 h. The mixture was concentrated to dryness i. vac. The residue was taken up in EA (20 ml) and the mixture was washed with saturated NaHCO3 solution (2×20 ml) and with NaCl solution (2×20 ml). The organic phase was dried over Na2SO4 and concentrated i. vac. Yield: 482 mg (45%) Reactants: O(C1=CC=CC=C1)CC#N (phenoxyacetonitrile), C[Si](C)(C)C#N (trimethylsilyl cyanide). The solvent is C1(=CC=CC=C1)C (toluene), C1(=CC=CC=C1)C (toluene), C1(=CC=CC=C1)C (toluene). Run at temperature 0 celsius. Product: NC(C#N)COC1=CC=CC=C1 (2-amino-3-phenoxy propionitrile). Isolated yield 20.0%. Reaction SMILES: [O:1]([CH2:8][C:9]#[N:10])[C:2]1[CH:7]=[CH:6][CH:5]=[CH:4][CH:3]=1.C[Si]([C:15]#[N:16])(C)C>C1(C)C=CC=CC=1>[NH2:10][CH:9]([CH2:8][O:1][C:2]1[CH:7]=[CH:6][CH:5]=[CH:4][CH:3]=1)[C:15]#[N:16]. Procedure: 10 millimoles (1.33 g) of phenoxyacetonitrile are dissolved in 10 ml of anhydrous toluene at 0° C., under an argon atmosphere. A solution of vitridenide (NaH2AL1 [0-CH2 -CH2OCH3 ]2) at 70% in toluene (1,4 ml viz 0.5 eq) in 3 m of anhydrous toluene is added, dropwise, at this temperature. The stirring is maintained for 1 hour at 0° C., then 2 ml (1.5 eq) of trimethylsilyl cyanide are added. The reaction mixture is maintained at room temperature for 3 hours, while stirring, then hydrolyzed by usua... Reactants: CCO, N, CC(CN)Oc1ccccc1, Cc1ccc(S(=O)(=O)O)cc1, N=C(N)Cc1ccccc1. Yields the product CC(CNC(=N)Cc1ccccc1)Oc1ccccc1, Cc1ccc(S(=O)(=O)O)cc1. Reaction SMILES: [CH3:34][CH2:35][OH:36].[NH3:33].[O:1]([c:2]1[cH:3][cH:4][cH:5][cH:6][cH:7]1)[CH:8]([CH2:9][NH2:10])[CH3:11].[c:12]1([CH3:22])[cH:13][cH:14][c:15]([S:18](=[O:19])(=[O:20])[OH:21])[cH:16][cH:17]1.[c:23]1([CH2:29][C:30](=[NH:31])[NH2:32])[cH:24][cH:25][cH:26][cH:27][cH:28]1>>[O:1]([c:2]1[cH:3][cH:4][cH:5][cH:6][cH:7]1)[CH:8]([CH2:9][NH:10][C:30]([CH2:29][c:23]1[cH:24][cH:25][cH:26][cH:27][cH:28]1)=[NH:31])[CH3:11].[c:12]1([CH3:22])[cH:13][cH:14][c:15]([S:18](=[O:19])(=[O:20])[OH:21])[cH:16][cH:17]1.